This data is from the Open Reaction Database (ORD), a public repository of structured organic reaction records. The task is: describe an organic reaction: reactants, conditions, products, and yield Starting materials: C(=O)([O-])[O-].[K+].[K+] (K2CO3), C(C1=CC=CC=C1)NC1CCC(CC1)OC1=NC=C(C#N)C=C1 (6-(4-benzylamino-cyclohexyloxy)-nicotinonitrile), OO (hydrogen peroxide). Run in CS(=O)C (DMSO). Product: C(C1=CC=CC=C1)N[C@@H]1CC[C@H](CC1)OC1=NC=C(C(=O)N)C=C1 (Trans-6-(4-Benzylamino-cyclohexyloxy)-nicotinamide). The yield is 149.4%. As a reaction SMILES: C([O-])([O-])=[O:2].[K+].[K+].[CH2:7]([NH:14][CH:15]1[CH2:20][CH2:19][CH:18]([O:21][C:22]2[CH:29]=[CH:28][C:25]([C:26]#[N:27])=[CH:24][N:23]=2)[CH2:17][CH2:16]1)[C:8]1[CH:13]=[CH:12][CH:11]=[CH:10][CH:9]=1.OO>CS(C)=O>[CH2:7]([NH:14][C@H:15]1[CH2:16][CH2:17][C@H:18]([O:21][C:22]2[CH:29]=[CH:28][C:25]([C:26]([NH2:27])=[O:2])=[CH:24][N:23]=2)[CH2:19][CH2:20]1)[C:8]1[CH:13]=[CH:12][CH:11]=[CH:10][CH:9]=1 |f:0.1.2|. Procedure: Add K2CO3 (200 mg, 1.44 mmol) to a solution of 6-(4-benzylamino-cyclohexyloxy)-nicotinonitrile (890 mg, 2.89 mmol) in DMSO (25 mL). Cool the reaction to 0° C. and add hydrogen peroxide (0.87 mL). Stir the resulting reaction mixture at room temperature for 2 h. Then quench the reaction mixture with water (25 mL) and extract with EtOAc (30 mL). Dried over sodium sulfate, filter and concentrate. Further purify the residue by SCX chromatography to provide the title compound (700 mg, 74%). Mass spect... The reactants are [Br-], C[Mg+], CC(C)(C)OC(=O)NC1CCC(c2cccc(F)c2F)Cn2c(CC=O)cnc21, C1CCOC1. Product: CC(O)Cc1cnc2n1CC(c1cccc(F)c1F)CCC2NC(=O)OC(C)(C)C. RXN SMILES: [Br-:1].[CH3:2][Mg+:3].[F:4][c:5]1[c:6]([CH:12]2[CH2:13][CH2:14][CH:15]([NH:25][C:26]([O:27][C:28]([CH3:29])([CH3:30])[CH3:31])=[O:32])[c:16]3[n:17]([c:19]([CH2:22][CH:23]=[O:24])[cH:20][n:21]3)[CH2:18]2)[cH:7][cH:8][cH:9][c:10]1[F:11].[O:33]1[CH2:34][CH2:35][CH2:36][CH2:37]1>>[CH3:2][CH:23]([CH2:22][c:19]1[n:17]2[c:16]([n:21][cH:20]1)[CH:15]([NH:25][C:26]([O:27][C:28]([CH3:29])([CH3:30])[CH3:31])=[O:32])[CH2:14][CH2:13][CH:12]([c:6]1[c:5]([F:4])[c:10]([F:11])[cH:9][cH:8][cH:7]1)[CH2:18]2)[OH:24]. Starting materials: CN(C)NC(=O)C1(Cc2ccccc2)CCN(C(=O)C(Cc2c[nH]c3ccccc23)NC(=O)C(C)(C)NC(=O)OC(C)(C)C)CC1, ClCCl, O=C(O)C(F)(F)F. Yields the product CN(C)NC(=O)C1(Cc2ccccc2)CCN(C(=O)C(Cc2c[nH]c3ccccc23)NC(=O)C(C)(C)N)CC1. As a reaction SMILES: [C:1]([O:2][C:3](=[O:4])[NH:7][C:8]([CH3:9])([CH3:10])[C:11]([NH:12][CH:13]([C:14](=[O:15])[N:16]1[CH2:17][CH2:18][C:19]([C:22](=[O:23])[NH:24][N:25]([CH3:26])[CH3:27])([CH2:28][c:29]2[cH:30][cH:31][cH:32][cH:33][cH:34]2)[CH2:20][CH2:21]1)[CH2:35][c:36]1[cH:37][nH:38][c:39]2[cH:40][cH:41][cH:42][cH:43][c:44]12)=[O:45])([CH3:5])([CH3:6])[CH3:46].[CH2:54]([Cl:55])[Cl:56].[OH:47][C:48]([C:49]([F:50])([F:51])[F:52])=[O:53]>>[NH2:7][C:8]([CH3:9])([CH3:10])[C:11]([NH:12][CH:13]([C:14](=[O:15])[N:16]1[CH2:17][CH2:18][C:19]([C:22](=[O:23])[NH:24][N:25]([CH3:26])[CH3:27])([CH2:28][c:29]2[cH:30][cH:31][cH:32][cH:33][cH:34]2)[CH2:20][CH2:21]1)[CH2:35][c:36]1[cH:37][nH:38][c:39]2[cH:40][cH:41][cH:42][cH:43][c:44]12)=[O:45]. Starting materials: CN(C)C(=O)C1CC(C(=O)OC(C)(C)C)NC1c1ccccc1, Cc1cccc(NC(=O)NCC(=O)O)c1, CC#N, C(=NC1CCCCC1)=NC1CCCCC1. Product: Cc1cccc(NC(=O)NCC(=O)N2C(C(=O)OC(C)(C)C)CC(C(=O)N(C)C)C2c2ccccc2)c1. Reaction SMILES: [CH3:1][N:2]([C:3](=[O:4])[CH:5]1[CH2:6][CH:7]([C:16](=[O:17])[O:18][C:19]([CH3:20])([CH3:21])[CH3:22])[NH:8][CH:9]1[c:10]1[cH:11][cH:12][cH:13][cH:14][cH:15]1)[CH3:23].[CH3:24][c:25]1[cH:26][c:27]([NH:31][C:32]([NH:33][CH2:34][C:35](=[O:36])[OH:37])=[O:38])[cH:28][cH:29][cH:30]1.[CH3:54][C:55]#[N:56].[CH:39]1([N:40]=[C:41]=[N:42][CH:43]2[CH2:44][CH2:45][CH2:46][CH2:47][CH2:48]2)[CH2:49][CH2:50][CH2:51][CH2:52][CH2:53]1>>[CH3:1][N:2]([C:3](=[O:4])[CH:5]1[CH2:6][CH:7]([C:16](=[O:17])[O:18][C:19]([CH3:20])([CH3:21])[CH3:22])[N:8]([C:35]([CH2:34][NH:33][C:32]([NH:31][c:27]2[cH:26][c:25]([CH3:24])[cH:30][cH:29][cH:28]2)=[O:38])=[O:36])[CH:9]1[c:10]1[cH:11][cH:12][cH:13][cH:14][cH:15]1)[CH3:23]. Reactants: BrCc1ccccc1, [H-], [Na+], CN(C)C=O, Cc1cc(C#N)cc(C)c1O. Product: Cc1cc(C#N)cc(C)c1OCc1ccccc1. RXN SMILES: [Br:14][CH2:15][c:16]1[cH:17][cH:18][cH:19][cH:20][cH:21]1.[H-:12].[Na+:13].[O:22]=[CH:23][N:24]([CH3:25])[CH3:26].[OH:1][c:2]1[c:3]([CH3:11])[cH:4][c:5]([C:6]#[N:7])[cH:8][c:9]1[CH3:10]>>[O:1]([c:2]1[c:3]([CH3:11])[cH:4][c:5]([C:6]#[N:7])[cH:8][c:9]1[CH3:10])[CH2:15][c:16]1[cH:17][cH:18][cH:19][cH:20][cH:21]1. The reactants are O=C1CCC(=O)N1Br, Cc1ccnc(N)n1, ClC(Cl)Cl, ClCCl. Yields the product Cc1nc(N)ncc1Br. Reaction SMILES: [Br:9][N:10]1[C:11](=[O:12])[CH2:13][CH2:14][C:15]1=[O:16].[CH3:1][c:2]1[n:3][c:4]([NH2:8])[n:5][cH:6][cH:7]1.[CH:17]([Cl:18])([Cl:19])[Cl:20].[Cl:21][CH2:22][Cl:23]>>[CH3:1][c:2]1[n:3][c:4]([NH2:8])[n:5][cH:6][c:7]1[Br:9]. Product: C(#N)C1=C(C=C(C(=O)N2CCCCC3=C2C=CC=C3)C=C1)C (1-(4-Cyano-3-methylbenzoyl)-2,3,4,5-tetrahydro-1H-1-benzazepine). Reaction SMILES: [C:1]([C:3]1[CH:11]=[CH:10][C:6]([C:7]([OH:9])=O)=[CH:5][C:4]=1[CH3:12])#[N:2].[NH:13]1[C:19]2[CH:20]=[CH:21][CH:22]=[CH:23][C:18]=2[CH2:17][CH2:16][CH2:15][CH2:14]1>>[C:1]([C:3]1[CH:11]=[CH:10][C:6]([C:7]([N:13]2[C:19]3[CH:20]=[CH:21][CH:22]=[CH:23][C:18]=3[CH2:17][CH2:16][CH2:15][CH2:14]2)=[O:9])=[CH:5][C:4]=1[CH3:12])#[N:2]. Procedure details: The carboxylic acid from Example C (0.96 g, 5.95 mmol) was reacted with 2,3,4,5-tetrahydro-1H-1-benzazepine (0.80 g, 5.44 mmol) according to the procedure in Example 1A. The product was purified by flash chromatography on silica (eluant EtOAc:pet. ether 30:70); yield 1.10 g (70%). Starting materials: C(#N)C1=C(C=C(C(=O)O)C=C1)C (4Cyano-3methylbenzoic acid), N1CCCCC2=C1C=CC=C2 (2,3,4,5-tetrahydro-1H-1-benzazepine). Starting materials: CC(C)(C)c1ccc(N)cc1, C1COCCO1, Cc1cccnc1-c1ccc2c(Cl)nncc2c1. Yields the product Cl, Cc1cccnc1-c1ccc2c(Nc3ccc(C(C)(C)C)cc3)nncc2c1. Reaction SMILES: [C:19]([CH3:20])([CH3:21])([CH3:22])[c:23]1[cH:24][cH:25][c:26]([NH2:27])[cH:28][cH:29]1.[CH2:30]1[O:31][CH2:32][CH2:33][O:34][CH2:35]1.[Cl:1][c:2]1[n:3][n:4][cH:5][c:6]2[cH:7][c:8](-[c:12]3[n:13][cH:14][cH:15][cH:16][c:17]3[CH3:18])[cH:9][cH:10][c:11]12>>[ClH:1].[c:2]1([NH:27][c:26]2[cH:25][cH:24][c:23]([C:19]([CH3:20])([CH3:21])[CH3:22])[cH:29][cH:28]2)[n:3][n:4][cH:5][c:6]2[cH:7][c:8](-[c:12]3[n:13][cH:14][cH:15][cH:16][c:17]3[CH3:18])[cH:9][cH:10][c:11]12.